Dataset: the Open Reaction Database (ORD), a public repository of structured organic reaction records. Task: describe an organic reaction: reactants, conditions, products, and yield Product: C(C=CCC)OC(CC1=CC=C(C=C1)OC)=O ((4-Methoxy-phenyl)-acetic acid pent-2-enyl ester). Reaction SMILES: ClC1C=CC([C@H]([C@H](CC)C=C)C(O)=O)=CC=1.[CH2:17]([OH:22])/[CH:18]=[CH:19]/[CH2:20][CH3:21].[CH3:23][O:24][C:25]1[CH:30]=[CH:29][C:28]([CH2:31][C:32](O)=[O:33])=[CH:27][CH:26]=1>>[CH2:17]([O:22][C:32](=[O:33])[CH2:31][C:28]1[CH:29]=[CH:30][C:25]([O:24][CH3:23])=[CH:26][CH:27]=1)[CH:18]=[CH:19][CH2:20][CH3:21]. Reactants: ClC1=CC=C(C=C1)[C@@H](C(=O)O)[C@@H](C=C)CC (2(S)-(4-Chloro-phenyl)-3(R)-ethyl-pent-4-enoic acid), C(\C=C\CC)O (trans-2-penten-1-ol), COC1=CC=C(C=C1)CC(=O)O ((4methoxy-phenyl)-acetic acid). Procedure: The ester I3a was prepared as described in Step A of example I2, using trans-2-penten-1-ol (49.6 ml; 487.6 mmol) and (4methoxy-phenyl)-acetic acid (81 g; 487.6 mmol) Yield: 57.7 g (52%) of a yellow oil. Reactants: C(C=C)Br (allyl bromide), OC1=C(C=CC=C1)C(CCC=1N=C(OC1)C1=CC(=C(C=C1)OC)OC(C)C)=O (1-(2-hydroxyphenyl)-3-[2-(3-isopropoxy-4-methoxyphenyl)oxazol-4-yl]propan-1-one), C(C=C)Br (allyl bromide), C([O-])([O-])=O.[K+].[K+] (potassium carbonate), O (water). The solvent is CN(C=O)C (dimethylformamide), C(C)(=O)OCC (ethyl acetate). Reaction conditions: time 8 hour. Product: C(C=C)OC1=C(C=CC=C1)C(CCC=1N=C(OC1)C1=CC(=C(C=C1)OC)OC(C)C)=O (1-(2-allyloxyphenyl)-3-[2-(3-isopropoxy-4-methoxyphenyl)oxazol-4-yl]propan-1-one). RXN SMILES: [OH:1][C:2]1[CH:7]=[CH:6][CH:5]=[CH:4][C:3]=1[C:8](=[O:28])[CH2:9][CH2:10][C:11]1[N:12]=[C:13]([C:16]2[CH:21]=[CH:20][C:19]([O:22][CH3:23])=[C:18]([O:24][CH:25]([CH3:27])[CH3:26])[CH:17]=2)[O:14][CH:15]=1.[CH2:29](Br)[CH:30]=[CH2:31].C(=O)([O-])[O-].[K+].[K+].O>CN(C)C=O.C(OCC)(=O)C>[CH2:31]([O:1][C:2]1[CH:7]=[CH:6][CH:5]=[CH:4][C:3]=1[C:8](=[O:28])[CH2:9][CH2:10][C:11]1[N:12]=[C:13]([C:16]2[CH:21]=[CH:20][C:19]([O:22][CH3:23])=[C:18]([O:24][CH:25]([CH3:26])[CH3:27])[CH:17]=2)[O:14][CH:15]=1)[CH:30]=[CH2:29] |f:2.3.4|. Procedure details: A 67 mg quantity of 1-(2-hydroxyphenyl)-3-[2-(3-isopropoxy-4-methoxyphenyl)oxazol-4-yl]propan-1-one obtained in Example 223 was dissolved in 5 ml of dimethylformamide. A 31 μl quantity of allyl bromide and 73 mg of potassium carbonate were added thereto, and the mixture was stirred at room temperature overnight. A 50 μl quantity of allyl bromide was further added thereto, and the mixture was stirred at 50° C. for 8 hours, and at room temperature overnight. The reaction mixture was added to water... Reactants: [N+](=O)([O-])C1=CC=C(C=CC#N)C=C1 (4-nitro-cinnamonitrile), O (water). Solvent: C(C)O (ethyl alcohol). The product is NC1=CC=C(C=CC#N)C=C1 (4-aminocinnamonitrile). Yield: 76.0%. RXN SMILES: [N+:1]([C:4]1[CH:13]=[CH:12][C:7]([CH:8]=[CH:9][C:10]#[N:11])=[CH:6][CH:5]=1)([O-])=O.O>C(O)C>[NH2:1][C:4]1[CH:5]=[CH:6][C:7]([CH:8]=[CH:9][C:10]#[N:11])=[CH:12][CH:13]=1. Reported procedure: A mixture of 120 parts of acrylonitrile and 1000 parts of acetone is introduced into the solution of the diazo derivative obtained from 276 parts of p-nitroaniline. Then, 40 parts of cupric chloride crystallised with 2 molecules of water are added and the mixture is stirred vigorously. The evolution of nitrogen is exothermic and the temperature should be kept at 30°-32° C. by means of a cooling bath. When the diazonium chloride has disappeared (6 hours), yellow leaflets melting at 108° C. are fi... The reactants are BrCC(C(C(=O)NC1[C@@H]2N(C(=C(CS2)C=C)C(=O)OC(C2=CC=CC=C2)C2=CC=CC=C2)C1=O)=NOC)(OCC)OCC (benzhydryl 7-(4-bromo-3,3-diethoxy-2-methoxyiminobutyramido)-3-vinyl-3-cephem-4-carboxylate), Cl (hydrochloric acid), O (water). The solvent is C(Cl)Cl (methylene chloride), C(Cl)Cl (methylene chloride). Product: BrCC(C(C(=O)NC1[C@@H]2N(C(=C(CS2)C=C)C(=O)OC(C2=CC=CC=C2)C2=CC=CC=C2)C1=O)=NOC)=O (benzhydryl 7-(4-bromo-2-methoxyiminoacetoacetamido)-3-vinyl-3-cephem-4-carboxylate). Yield: 60.5%. RXN SMILES: [Br:1][CH2:2][C:3](OCC)([O:38]CC)[C:4](=[N:35][O:36][CH3:37])[C:5]([NH:7][CH:8]1[C:33](=[O:34])[N:10]2[C:11]([C:17]([O:19][CH:20]([C:27]3[CH:32]=[CH:31][CH:30]=[CH:29][CH:28]=3)[C:21]3[CH:26]=[CH:25][CH:24]=[CH:23][CH:22]=3)=[O:18])=[C:12]([CH:15]=[CH2:16])[CH2:13][S:14][C@H:9]12)=[O:6].Cl.O>C(Cl)Cl>[Br:1][CH2:2][C:3](=[O:38])[C:4](=[N:35][O:36][CH3:37])[C:5]([NH:7][CH:8]1[C:33](=[O:34])[N:10]2[C:11]([C:17]([O:19][CH:20]([C:27]3[CH:32]=[CH:31][CH:30]=[CH:29][CH:28]=3)[C:21]3[CH:22]=[CH:23][CH:24]=[CH:25][CH:26]=3)=[O:18])=[C:12]([CH:15]=[CH2:16])[CH2:13][S:14][C@H:9]12)=[O:6]. Reported procedure: To a solution of benzhydryl 7-(4-bromo-3,3-diethoxy-2-methoxyiminobutyramido)-3-vinyl-3-cephem-4-carboxylate (syn isomer) (6.5 g) in methylene chloride (60 ml) was added conc. hydrochloric acid (6 ml) at 3° to 5° C., and the mixture was stirred from under ice-cooling to at ambient temperature for 8 hours. After methylene chloride (100 ml) was added to the reaction mixture, it was heated with water and then dried over anhydrous magnesium sulfate. Removal of the solvent gave a residue, which was w... The product is C=CCC1(C)CC(c2cccc(Cl)c2)C(c2ccc(Cl)cc2)N(C(CC)CC=O)C1=O. RXN SMILES: [CH2:1]([CH:2]=[CH2:3])[C:4]1([CH3:32])[C:5](=[O:31])[N:6]([CH:24]([CH:25]=[CH:26][O:27][CH3:28])[CH2:29][CH3:30])[CH:7]([c:17]2[cH:18][cH:19][c:20]([Cl:23])[cH:21][cH:22]2)[CH:8]([c:10]2[cH:11][c:12]([Cl:16])[cH:13][cH:14][cH:15]2)[CH2:9]1.[CH3:34][C:35]#[N:36].[ClH:33]>>[CH2:1]([CH:2]=[CH2:3])[C:4]1([CH3:32])[C:5](=[O:31])[N:6]([CH:24]([CH2:25][CH:26]=[O:27])[CH2:29][CH3:30])[CH:7]([c:17]2[cH:18][cH:19][c:20]([Cl:23])[cH:21][cH:22]2)[CH:8]([c:10]2[cH:11][c:12]([Cl:16])[cH:13][cH:14][cH:15]2)[CH2:9]1. The reactants are C=CCC1(C)CC(c2cccc(Cl)c2)C(c2ccc(Cl)cc2)N(C(C=COC)CC)C1=O, CC#N, Cl. The reactants are O (Water), FC(C(=O)O)(F)F.C(CCC)NC1=NC(=C2N=C(NC2=N1)OC)N (N2-butyl-8-methoxy-9H-purine-2,6-diamine trifluoroacetic acid salt), C([O-])([O-])=O.[K+].[K+] (potassium carbonate), BrCC1CN(CCC1)CC (3-(Bromomethyl)-1-ethylpiperidine). The solvent is CN(C=O)C (N,N-dimethylformamide). Reaction conditions: temperature 60 celsius, time 1 hour. The product is C(CCC)NC1=NC(=C2N=C(N(C2=N1)CC1CN(CCC1)CC)OC)N (N2-Butyl-9-[(1-ethyl-3-piperidinyl)methyl]-8-methoxy-9H-purine-2,6-diamine). Isolated yield 58.1%. Reaction SMILES: FC(F)(F)C(O)=O.[CH2:8]([NH:12][C:13]1[N:21]=[C:20]2[C:16]([N:17]=[C:18]([O:22][CH3:23])[NH:19]2)=[C:15]([NH2:24])[N:14]=1)[CH2:9][CH2:10][CH3:11].C(=O)([O-])[O-].[K+].[K+].Br[CH2:32][CH:33]1[CH2:38][CH2:37][CH2:36][N:35]([CH2:39][CH3:40])[CH2:34]1.O>CN(C)C=O>[CH2:8]([NH:12][C:13]1[N:21]=[C:20]2[C:16]([N:17]=[C:18]([O:22][CH3:23])[N:19]2[CH2:32][CH:33]2[CH2:38][CH2:37][CH2:36][N:35]([CH2:39][CH3:40])[CH2:34]2)=[C:15]([NH2:24])[N:14]=1)[CH2:9][CH2:10][CH3:11] |f:0.1,2.3.4|. Procedure details: A stirring mixture of N2-butyl-8-methoxy-9H-purine-2,6-diamine trifluoroacetic acid salt (200 mg) and potassium carbonate (236 mg) in dry N,N-dimethylformamide (2 ml) was heated with stirring at 60° C. for 1 hour. 3-(Bromomethyl)-1-ethylpiperidine (141 mg) was added and the stirring mixture heated at 50° C. for 6 hours. After 72 hours at ambient temperature heating at 50° C. was continued for a further 6 hours to complete the reaction. Water was added and the mixture extracted three times with e... Reaction conditions: time 18 hour. Reaction SMILES: [CH3:1][N:2]1[C:6](=[O:7])[C:5]2[CH:8]=[C:9]([CH2:12]Br)[CH:10]=[CH:11][C:4]=2[S:3]1(=[O:15])=[O:14].[F:16][C:17]1[CH:18]=[C:19]([OH:30])[CH:20]=[C:21]([C:23]2([O:28][CH3:29])[CH2:27][O:26][CH2:25][CH2:24]2)[CH:22]=1.[C:31](=O)([O-])[O-].[K+].[K+]>CN(C)C=O>[F:16][C:17]1[CH:18]=[C:19]([CH:20]=[C:21]([C:23]2([O:28][CH3:29])[CH2:24][CH2:25][O:26][CH2:31][CH2:27]2)[CH:22]=1)[O:30][CH2:12][C:9]1[CH:10]=[CH:11][C:4]2[S:3](=[O:15])(=[O:14])[N:2]([CH3:1])[C:6](=[O:7])[C:5]=2[CH:8]=1 |f:2.3.4|. Product: FC=1C=C(OCC=2C=CC3=C(C(N(S3(=O)=O)C)=O)C2)C=C(C1)C1(CCOCC1)OC (5-[3-Fluoro-5-(4-methoxy-tetrahydropyran-4-yl)-phenoxymethyl]-2-methyl-1,1-dioxo-benzo[d]isothiazole-3-one). Solvent: CN(C=O)C (dimethylformamide). Starting materials: CN1S(C2=C(C1=O)C=C(C=C2)CBr)(=O)=O (2-methyl-5-bromomethyl-1,1-dioxo-benzo[d]isothiazole-3-one), FC=1C=C(C=C(C1)C1(CCOC1)OC)O (4-(5-fluoro-3-hydroxyphenyl)-4-methoxytetrahydrofuran), C([O-])([O-])=O.[K+].[K+] (potassium carbonate). Reported procedure: A mixture of 2-methyl-5-bromomethyl-1,1-dioxo-benzo[d]isothiazole-3-one (3.2 g), 4-(5-fluoro-3-hydroxyphenyl)-4-methoxytetrahydrofuran (2.4 g) and potassium carbonate (4.4 g) in 25 ml of dimethylformamide was stirred at room temperature for about 18 hours. The mixture was partitioned between ethyl acetate and water. The organic layer was separated, dried over sodium sulfate and evaporated. The residue was triturated with ether and filtered. The resulting solid was recrystallized from dichloromet... The yield is 62.5%. Reactants: Cc1ccc(O)cc1, O=C(Cl)CCCCl, Cl, Cc1ccccc1C. Product: Cc1ccc(OC(=O)CCCCl)cc1. RXN SMILES: [CH3:1][c:2]1[cH:3][cH:4][c:5]([OH:6])[cH:7][cH:8]1.[Cl:9][CH2:10][CH2:11][CH2:12][C:13](=[O:14])[Cl:15].[ClH:16].[c:17]1([CH3:18])[c:19]([CH3:20])[cH:21][cH:22][cH:23][cH:24]1>>[CH3:1][c:2]1[cH:3][cH:4][c:5]([O:6][C:13]([CH2:12][CH2:11][CH2:10][Cl:9])=[O:14])[cH:7][cH:8]1. The reactants are ClC1=CC=C(C(=N1)OC)C(C(=O)OC)(CC#N)C (methyl 2-(6-chloro-2-methoxypyridin-3-yl)-3-cyano-2-methylpropanoate), [H][H] (hydrogen). Reagents/catalysts: [Ni] (Raney nickel). Run in N (ammonia), CO (MeOH), N (ammonia), CO (MeOH). The product is ClC1=CC=C(C(=N1)OC)C1(C(NCC1)=O)C (3-(6-chloro-2-methoxypyridin-3-yl)-3-methylpyrrolidin-2-one). Isolated yield 90.4%. Reaction SMILES: [Cl:1][C:2]1[N:7]=[C:6]([O:8][CH3:9])[C:5]([C:10]([CH3:18])([CH2:15][C:16]#[N:17])[C:11](OC)=[O:12])=[CH:4][CH:3]=1.[H][H]>N.CO.[Ni]>[Cl:1][C:2]1[N:7]=[C:6]([O:8][CH3:9])[C:5]([C:10]2([CH3:18])[CH2:15][CH2:16][NH:17][C:11]2=[O:12])=[CH:4][CH:3]=1. Procedure: A Parr bottle was charged with a solution of methyl 2-(6-chloro-2-methoxypyridin-3-yl)-3-cyano-2-methylpropanoate (2.35 g, 8.73 mmol) in 7 M ammonia in MeOH and a slurry of Raney nickel (5.82 g, 67.9 mmol, washed 2× with water and 4× with MeOH) in 7 M ammonia in MeOH (99 mL total to charge both reagents, 690 mmol). The reaction was shaken with hydrogen (30 psi) for 6 h. The catalyst was filtered through a pad of Celite® under nitrogen rinsing with EtOH. The filtrate was then concentrated to give...